From a dataset of the Open Reaction Database (ORD), a public repository of structured organic reaction records. describe an organic reaction: reactants, conditions, products, and yield Reported procedure: 0.41 g (1.16 mmol) of t-butyl [(1S,2S)-1-(cyclohexylmethyl)-2-hydroxy-3-(2-oxo-1-pyrrolidinyl)propyl]carbamate was dissolved in 5 ml of methylene chloride, treated at 0° with 1.5 ml of 90% trifluoroacetic acid and subsequently stirred at room temperature for 5 hours. Thereafter, the reaction mixture was slowly added dropwise to 2N sodium carbonate solution, subsequently treated with 3N sodium hydroxide solution and finally extracted with methylene chloride. The methylene chloride extracts were d... RXN SMILES: [CH:1]1([CH2:7][C@H:8]([NH:18]C(=O)OC(C)(C)C)[C@@H:9]([OH:17])[CH2:10][N:11]2[CH2:15][CH2:14][CH2:13][C:12]2=[O:16])[CH2:6][CH2:5][CH2:4][CH2:3][CH2:2]1.FC(F)(F)C(O)=O.C(=O)([O-])[O-].[Na+].[Na+].[OH-].[Na+]>C(Cl)Cl>[NH2:18][C@@H:8]([CH2:7][CH:1]1[CH2:6][CH2:5][CH2:4][CH2:3][CH2:2]1)[C@@H:9]([OH:17])[CH2:10][N:11]1[CH2:15][CH2:14][CH2:13][C:12]1=[O:16] |f:2.3.4,5.6|. Solvent: C(Cl)Cl (methylene chloride). Run at time 5 hour. Product: N[C@H]([C@H](CN1C(CCC1)=O)O)CC1CCCCC1 (1-[(2S,3S)-3-amino4-cyclohexyl-2-hydroxybutyl]-2-pyrrolidinone). Reactants: [OH-].[Na+] (sodium hydroxide), C1(CCCCC1)C[C@@H]([C@H](CN1C(CCC1)=O)O)NC(OC(C)(C)C)=O (t-butyl [(1S,2S)-1-(cyclohexylmethyl)-2-hydroxy-3-(2-oxo-1-pyrrolidinyl)propyl]carbamate), C([O-])([O-])=O.[Na+].[Na+] (sodium carbonate), FC(C(=O)O)(F)F (trifluoroacetic acid). Yield: 84.4%. Starting materials: COC(=O)c1sc(-c2cccc(N)c2)c(Br)c1OCC(=O)OC(C)(C)C, CC(C)N=C=O, CN(C)C=O, O. The product is COC(=O)c1sc(-c2cccc(NC(=O)NC(C)C)c2)c(Br)c1OCC(=O)OC(C)(C)C. Reaction SMILES: [CH3:6][O:7][C:8](=[O:9])[c:10]1[s:11][c:12](-[c:25]2[cH:26][c:27]([NH2:31])[cH:28][cH:29][cH:30]2)[c:13]([Br:24])[c:14]1[O:15][CH2:16][C:17](=[O:18])[O:19][C:20]([CH3:21])([CH3:22])[CH3:23].[CH:32]([CH3:33])([CH3:34])[N:35]=[C:36]=[O:37].[O:1]=[CH:2][N:3]([CH3:4])[CH3:5].[OH2:38]>>[CH3:6][O:7][C:8](=[O:9])[c:10]1[s:11][c:12](-[c:25]2[cH:26][c:27]([NH:31][C:36]([NH:35][CH:32]([CH3:33])[CH3:34])=[O:37])[cH:28][cH:29][cH:30]2)[c:13]([Br:24])[c:14]1[O:15][CH2:16][C:17](=[O:18])[O:19][C:20]([CH3:21])([CH3:22])[CH3:23]. Reactants: N(=NC(=O)OCC)C(=O)OCC (diethyl azodicarboxylate), OC[C@H]1C[C@@H]2N(CCN(C2)C2=NC=C(C=C2)C#N)C1 ((7S,8aS)-7-hydroxymethyl-2-(5-cyanopyridin-2-yl)-1,2,3,4,6,7,8,8a-octahydro-pyrrolo[1,2-a]pyrazine), C(#N)C=1C=C(C=CC1)O (3-cyanophenol), C1(=CC=CC=C1)P(C1=CC=CC=C1)C1=CC=CC=C1 (triphenylphosphine). Run in C1CCOC1 (THF). Run at time 16 hour. Product: C(#N)C=1C=C(OC[C@H]2C[C@@H]3N(CCN(C3)C3=NC=C(C=C3)C#N)C2)C=CC1 ((7S,8aS)-7-(3-Cyanophenoxy)methyl-2-(5-cyanopyridin-2-yl)-1,2,3,4,6,7,8,8a-octahydro-pyrrolo[1,2-a]pyrazine). The yield is 19.0%. Reaction SMILES: [OH:1][CH2:2][C@@H:3]1[CH2:19][N:6]2[CH2:7][CH2:8][N:9]([C:11]3[CH:16]=[CH:15][C:14]([C:17]#[N:18])=[CH:13][N:12]=3)[CH2:10][C@@H:5]2[CH2:4]1.[C:20]([C:22]1[CH:23]=[C:24](O)[CH:25]=[CH:26][CH:27]=1)#[N:21].C1(P(C2C=CC=CC=2)C2C=CC=CC=2)C=CC=CC=1.N(C(OCC)=O)=NC(OCC)=O>C1COCC1>[C:20]([C:22]1[CH:27]=[C:26]([CH:25]=[CH:24][CH:23]=1)[O:1][CH2:2][C@@H:3]1[CH2:19][N:6]2[CH2:7][CH2:8][N:9]([C:11]3[CH:16]=[CH:15][C:14]([C:17]#[N:18])=[CH:13][N:12]=3)[CH2:10][C@@H:5]2[CH2:4]1)#[N:21]. Procedure: The (7S,8aS)-7-hydroxymethyl-2-(5-cyanopyridin-2-yl)-1,2,3,4,6,7,8,8a-octahydro-pyrrolo[1,2-a]pyrazine, 1.6 g (13.4 mmol) of 3-cyanophenol, and 2.8 g (11 mmol) of triphenylphosphine were dissolved in 20 mL of dry THF, the solution was treated with 1.7 mL (11 mmol) of diethyl azodicarboxylate (DEAD), and the reaction stirred at ambient temperature for 16 hours. The solvent was evaporated, the residue taken up in ethyl acetate, and washed with 1M NaOH (sodium hydroxide). The organic phase was extr... The reactants are [OH-].[Na+] (sodium hydroxide), COCC1=CC=C2C=CCOC2=C1C(=O)OC (methyl 7-methoxymethyl-2H-chromene-8-carboxylate), COCC1=CC=C2C=CCOC2=C1C(=O)OC (methyl 7-methoxymethyl-2H-chromene-8-carboxylate), C(Br)(Br)Br (bromoform), C(C)(=O)OCC (ethyl acetate), resultant mixture. Reagents/catalysts: [Cl-].C(C1=CC=CC=C1)[N+](CC)(CC)CC (benzyltriethylammonium chloride). The solvent is [Cl-].[Na+].O (brine). Conditions: temperature 60 celsius. The product is BrC1([C@H]2COC3=C(C(=CC=C3[C@H]21)COC)C(=O)OC)Br (methyl cis-(1aRS,7bSR)-1,1-dibromo-5-methoxymethyl-1,1a,2,7b-tetrahydrocyclopropa[c]chromene-4-carboxylate). As a reaction SMILES: [OH-].[Na+].[CH3:3][O:4][CH2:5][C:6]1[C:15]([C:16]([O:18][CH3:19])=[O:17])=[C:14]2[C:9]([CH:10]=[CH:11][CH2:12][O:13]2)=[CH:8][CH:7]=1.[CH:20](Br)([Br:22])[Br:21].C(OCC)(=O)C>[Cl-].C([N+](CC)(CC)CC)C1C=CC=CC=1.[Cl-].[Na+].O>[Br:21][C:20]1([Br:22])[C@H:10]2[C@@H:11]1[CH2:12][O:13][C:14]1[C:9]2=[CH:8][CH:7]=[C:6]([CH2:5][O:4][CH3:3])[C:15]=1[C:16]([O:18][CH3:19])=[O:17] |f:0.1,5.6,7.8.9|. Procedure: Aqueous sodium hydroxide solution (50% w/v, 1.63 mL) was added slowly to a vigorously stirred mixture of methyl 7-methoxymethyl-2H-chromene-8-carboxylate (Intermediate 9, 0.875 g), benzyltriethylammonium chloride (0.173 g) and bromoform (15 mL). The resultant mixture was vigorously stirred and heated at 60° C. for 3 hours. After cooling, the mixture was poured into a mixture of brine and ethyl acetate. The aqueous layer was further extracted with ethyl acetate and the combined organic layers wer... The reactants are CCN=C=NCCCN(C)C, COc1cc2nccc(Oc3ccc(OCC(=O)O)cc3)c2cc1OC, ClC(Cl)Cl, Cl, Cc1ccccc1N, [Na+], O, On1nnc2ccccc21, O=C([O-])O. The product is COc1cc2nccc(Oc3ccc(OCC(=O)Nc4ccccc4C)cc3)c2cc1OC. Reaction SMILES: [CH2:28]([N:29]=[C:30]=[N:31][CH2:32][CH2:33][CH2:34][N:35]([CH3:36])[CH3:37])[CH3:38].[CH3:1][O:2][c:3]1[cH:4][c:5]2[c:6]([O:15][c:16]3[cH:17][cH:18][c:19]([O:20][CH2:21][C:22](=[O:23])[OH:24])[cH:25][cH:26]3)[cH:7][cH:8][n:9][c:10]2[cH:11][c:12]1[O:13][CH3:14].[CH:63]([Cl:64])([Cl:65])[Cl:66].[ClH:27].[NH2:50][c:51]1[c:52]([CH3:57])[cH:53][cH:54][cH:55][cH:56]1.[Na+:58].[OH2:49].[OH:39][n:40]1[c:41]2[c:42]([cH:43][cH:44][cH:45][cH:46]2)[n:47][n:48]1.[OH:59][C:60](=[O:61])[O-:62]>>[CH3:1][O:2][c:3]1[cH:4][c:5]2[c:6]([O:15][c:16]3[cH:17][cH:18][c:19]([O:20][CH2:21][C:22](=[O:24])[NH:50][c:51]4[c:52]([CH3:57])[cH:53][cH:54][cH:55][cH:56]4)[cH:25][cH:26]3)[cH:7][cH:8][n:9][c:10]2[cH:11][c:12]1[O:13][CH3:14]. Starting materials: N[C@H](C(C)(C)S)C(=O)O (D-penicillamine), [Cl-].[Cl-].[Zn+2] (ZnCl2). The solvent is O (water). Run at temperature 45 celsius. Yields the product [Zn].N[C@@H](C(C)(C)S)C(=O)O (Zn penicillamine). RXN SMILES: [NH2:1][C@@H:2]([C:7]([OH:9])=[O:8])[C:3]([SH:6])([CH3:5])[CH3:4].[Cl-].[Cl-].[Zn+2:12]>O>[Zn:12].[NH2:1][C@H:2]([C:7]([OH:9])=[O:8])[C:3]([SH:6])([CH3:5])[CH3:4] |f:1.2.3,5.6|. Reported procedure: D-penicillamine (Aldrich Chemical Co., Inc.) 30 mM in doubly distilled water is mixed with equal volume of 30 mM ZnCl2 (Aldrich Chemical Co., Inc.). The mixture is heated to 45° C. for 30 minutes, cooled and the complex Zn/penicillamine (1.0:1.0)is formed. The reactants are FC(OC1=CC=C(C=C1)C1=CC=C(C(=N1)C(F)(F)F)CO)(F)F ([6-(4-trifluoromethoxy-phenyl)-2-trifluoromethyl-pyridin-3-yl]-methanol), CN(C(=O)N=NC(=O)N(C)C)C (N,N,N′,N′-tetramethylazodicarboxamide), C(CCC)P(CCCC)CCCC (tributylphosphine), C(C)OC(C(C)(C)OC1=C(C=C(C=C1)O)C)=O (2-(4-hydroxy-2-methyl-phenoxy)-2-methyl-propionic acid ethyl ester). The product is C(C)OC(C(C)(OC1=C(C=C(C=C1)OCC=1C(=NC(=CC1)C1=CC=C(C=C1)OC(F)(F)F)C(F)(F)F)C)C)=O (2-Methyl-2-{2-methyl-4-[6-(4-trifluoromethoxy-phenyl)-2-trifluoromethyl-pyridin-3-ylmethoxy]-phenoxy}-propionic acid ethyl ester). As a reaction SMILES: [CH2:1]([O:3][C:4](=[O:17])[C:5]([O:8][C:9]1[CH:14]=[CH:13][C:12]([OH:15])=[CH:11][C:10]=1[CH3:16])([CH3:7])[CH3:6])[CH3:2].[F:18][C:19]([F:40])([F:39])[O:20][C:21]1[CH:26]=[CH:25][C:24]([C:27]2[N:32]=[C:31]([C:33]([F:36])([F:35])[F:34])[C:30]([CH2:37]O)=[CH:29][CH:28]=2)=[CH:23][CH:22]=1.CN(C)C(N=NC(N(C)C)=O)=O.C(P(CCCC)CCCC)CCC>>[CH2:1]([O:3][C:4](=[O:17])[C:5]([CH3:6])([O:8][C:9]1[CH:14]=[CH:13][C:12]([O:15][CH2:37][C:30]2[C:31]([C:33]([F:35])([F:34])[F:36])=[N:32][C:27]([C:24]3[CH:23]=[CH:22][C:21]([O:20][C:19]([F:40])([F:18])[F:39])=[CH:26][CH:25]=3)=[CH:28][CH:29]=2)=[CH:11][C:10]=1[CH3:16])[CH3:7])[CH3:2]. Reported procedure: In analogy to the procedure described in example 43E], 2-(4-hydroxy-2-methyl-phenoxy)-2-methyl-propionic acid ethyl ester (described in WO 02/092590) was reacted with [6-(4-trifluoromethoxy-phenyl)-2-trifluoromethyl-pyridin-3-yl]-methanol in the presence of N,N,N′,N′-tetramethylazodicarboxamide and tributylphosphine to give the title compound as colorless oil. Starting materials: 144, C1=C(C=CC2=CC=CC=C12)O (2-naphthol), C(C(=O)O)(=O)O (oxalic acid), C=CC1=CC=CC=C1 (styrene). Conditions: temperature 130 celsius. The product is 213, C1(=CC=CC=C1)C(C)C1=C(C=CC2=CC=CC=C12)O (1(α-phenylethyl)-2-naphthol). Isolated yield 86.0%. As a reaction SMILES: [CH:1]1[C:10]2[C:5](=[CH:6][CH:7]=[CH:8][CH:9]=2)[CH:4]=[CH:3][C:2]=1[OH:11].C(O)(=O)C(O)=O.[CH2:18]=[CH:19][C:20]1[CH:25]=[CH:24][CH:23]=[CH:22][CH:21]=1>>[C:20]1([CH:19]([C:1]2[C:10]3[C:5](=[CH:6][CH:7]=[CH:8][CH:9]=3)[CH:4]=[CH:3][C:2]=2[OH:11])[CH3:18])[CH:25]=[CH:24][CH:23]=[CH:22][CH:21]=1. Procedure details: Using a stirred reactor, a mixture of 144 parts of 2-naphthol and 5 parts of oxalic acid is heated to 130° C., while stirring, and 104 parts of styrene are added continuously over one hour. The mixture is then stirred for three hours at 130° C. After completion of the reaction, the mixture is distilled under reduced pressure, giving 213 parts (86% of theory) of 1(α-phenylethyl)-2-naphthol (boiling point 172/176° C./0.2 mbar). The conversion is 90 percent. Conditions: time 0.5 hour. Procedure details: To a stirred solution of unpurified (1S,4S)-2-(5-(4-methoxyphenoxy)-3-pyridyl)-5-tert-butoxycarbonyl)-2,5-diazabicyclo[2.2.1]heptane (0.37 g) in anisole (3.0 mL) at 0-5° C. under a nitrogen atmosphere, trifluoroacetic acid (2.0 mL) was added dropwise over a 10 min. period. After 0.5 h at 0-5° C. the solution was adjusted to pH 5 using 10% NaOH, followed by extraction with diethyl ether (1×10 mL) to remove the anisole. The aqueous portion was adjusted to pH 11 using 10% NaOH, followed by extracti... Reaction SMILES: [CH:1]12[CH2:7][CH:4]([NH:5][CH2:6]1)[CH2:3][NH:2]2.F[C:9](F)(F)[C:10]([OH:12])=O.[OH-].[Na+].[C:17]1([O:23][CH3:24])[CH:22]=[CH:21][CH:20]=[CH:19][CH:18]=1>>[CH3:24][O:23][C:17]1[CH:22]=[CH:21][C:20]([O:12][C:10]2[CH:9]=[C:6]([N:2]3[CH2:3][C@@H:4]4[CH2:7][C@H:1]3[CH2:6][NH:5]4)[CH:1]=[N:2][CH:3]=2)=[CH:19][CH:18]=1 |f:2.3|. The reactants are C12NCC(NC1)C2 (2,5-diazabicyclo[2.2.1]heptane), FC(C(=O)O)(F)F (trifluoroacetic acid), C1(=CC=CC=C1)OC (anisole), [OH-].[Na+] (NaOH). Product: COC1=CC=C(OC=2C=C(C=NC2)N2[C@@H]3CN[C@H](C2)C3)C=C1 ((1S,4S)-2-(5-(4-Methoxyphenoxy)-3-pyridyl)-2,5-diazabicyclo[2.2.1]heptane).